Task: describe an organic reaction: reactants, conditions, products, and yield. Dataset: the Open Reaction Database (ORD), a public repository of structured organic reaction records Reactants: ClC1=NC2=C(N1C)C(=CC=C2C#N)C(CC)CC (2-chloro-7-(1-ethylpropyl)-1-methyl-1H-benzimidazole-4-carbonitrile), ClC1=CC(=C(N)C(=C1)C)OC (4-chloro-2-methoxy-6-methylaniline), CN1C(CCC1)=O (1-methyl-2-pyrrolidone). Run in C(O)([O-])=O.[Na+] (sodium hydrogen carbonate). Run at temperature 130 celsius. Product: ClC1=CC(=C(C(=C1)C)NC1=NC2=C(N1C)C(=CC=C2C#N)C(CC)CC)OC (2-[(4-Chloro-2-methoxy-6-methylphenyl)amino]-7-(1-ethylpropyl)-1-methyl-1H-benzimidazole-4-carbonitrile). Yield: 44.2%. As a reaction SMILES: Cl[C:2]1[N:6]([CH3:7])[C:5]2[C:8]([CH:14]([CH2:17][CH3:18])[CH2:15][CH3:16])=[CH:9][CH:10]=[C:11]([C:12]#[N:13])[C:4]=2[N:3]=1.[Cl:19][C:20]1[CH:26]=[C:25]([CH3:27])[C:23]([NH2:24])=[C:22]([O:28][CH3:29])[CH:21]=1.CN1CCCC1=O>C(=O)([O-])O.[Na+]>[Cl:19][C:20]1[CH:26]=[C:25]([CH3:27])[C:23]([NH:24][C:2]2[N:6]([CH3:7])[C:5]3[C:8]([CH:14]([CH2:17][CH3:18])[CH2:15][CH3:16])=[CH:9][CH:10]=[C:11]([C:12]#[N:13])[C:4]=3[N:3]=2)=[C:22]([O:28][CH3:29])[CH:21]=1 |f:3.4|. Procedure: A mixture of 2-chloro-7-(1-ethylpropyl)-1-methyl-1H-benzimidazole-4-carbonitrile (1.00 g, 3.82 mmol), 4-chloro-2-methoxy-6-methylaniline (1.97 g, 11.50 mmol) and 1-methyl-2-pyrrolidone (0.5 ml) was heated at 130° C. for 48 h. After cooling, the reaction mixture was diluted with aqueous saturated sodium hydrogen carbonate. The mixture was extracted with ethyl acetate, dried over magnesium sulfate and concentrated in vacuo. The residue was purified by column chromatography on silica gel to give th...